This data is from the Open Reaction Database (ORD), a public repository of structured organic reaction records. The task is: describe an organic reaction: reactants, conditions, products, and yield Product: C(=O)(O)COC1=CC=C(C(=O)N2C(=O)CCC3=CC(=CC=C23)N2CCN(CC2)C(C2=CC(=C(C=C2)OC)OC)=O)C=C1 (1-(4-carboxymethoxybenzoyl)-6-[4-(3,4-dimethoxybenzoyl)-1-piperazinyl]-3,4-dihydrocarbostyril). Run in CN(C)C=O (DMF), C(C)O (ethanol). Yield: 89.7%. Reactants: C(C1=CC=CC=C1)OC(=O)COC1=CC=C(C(=O)N2C(=O)CCC3=CC(=CC=C23)N2CCN(CC2)C(C2=CC(=C(C=C2)OC)OC)=O)C=C1 (1-(4-benzyloxycarbonylmethoxybenzoyl)-6-[4-(3,4-dimethoxybenzoyl)-1-piperazinyl]-3,4-dihydrocarbostyril). The reagents and catalysts are [Pd] (palladium on carbon). RXN SMILES: C([O:8][C:9]([CH2:11][O:12][C:13]1[CH:49]=[CH:48][C:16]([C:17]([N:19]2[C:29]3[C:24](=[CH:25][C:26]([N:30]4[CH2:35][CH2:34][N:33]([C:36](=[O:47])[C:37]5[CH:42]=[CH:41][C:40]([O:43][CH3:44])=[C:39]([O:45][CH3:46])[CH:38]=5)[CH2:32][CH2:31]4)=[CH:27][CH:28]=3)[CH2:23][CH2:22][C:20]2=[O:21])=[O:18])=[CH:15][CH:14]=1)=[O:10])C1C=CC=CC=1>CN(C=O)C.C(O)C.[Pd]>[C:9]([CH2:11][O:12][C:13]1[CH:14]=[CH:15][C:16]([C:17]([N:19]2[C:29]3[C:24](=[CH:25][C:26]([N:30]4[CH2:35][CH2:34][N:33]([C:36](=[O:47])[C:37]5[CH:42]=[CH:41][C:40]([O:43][CH3:44])=[C:39]([O:45][CH3:46])[CH:38]=5)[CH2:32][CH2:31]4)=[CH:27][CH:28]=3)[CH2:23][CH2:22][C:20]2=[O:21])=[O:18])=[CH:48][CH:49]=1)([OH:10])=[O:8]. Reported procedure: To a solution of 1-(4-benzyloxycarbonylmethoxybenzoyl)-6-[4-(3,4-dimethoxybenzoyl)-1-piperazinyl]-3,4-dihydrocarbostyril (4 g) in a mixture of DMF (30 ml) and ethanol (30 ml) was added 10% palladium on carbon (500 mg) and the mixture was hydrogenated at room temperature and atmospheric pressure. After completion of reaction, the catalyst was filtered off and the filtrate was evaporated under reduced pressure. The residue was dissolved in dichloromethane. The solution was washed with water, dried... As a reaction SMILES: [CH2:17]([CH2:18][CH2:19][CH2:20][CH2:21][CH2:22][CH2:23][CH2:24][CH2:25][CH3:26])[O:27][c:28]1[cH:29][cH:30][c:31]([C:32](=[O:33])[OH:34])[cH:35][cH:36]1.[CH3:1][CH:2]([CH2:3][O:4][CH2:5][CH2:6][CH2:7][c:8]1[cH:9][cH:10][c:11]([OH:14])[cH:12][cH:13]1)[CH2:15][CH3:16].[CH:37]1([N:38]=[C:39]=[N:40][CH:41]2[CH2:42][CH2:43][CH2:44][CH2:45][CH2:46]2)[CH2:47][CH2:48][CH2:49][CH2:50][CH2:51]1.[N:52]1([c:53]2[cH:54][cH:55][n:56][cH:57][cH:58]2)[CH2:59][CH2:60][CH2:61][CH2:62]1>>[CH3:1][CH:2]([CH2:3][O:4][CH2:5][CH2:6][CH2:7][c:8]1[cH:9][cH:10][c:11]([O:14][C:32]([c:31]2[cH:30][cH:29][c:28]([O:27][CH2:17][CH2:18][CH2:19][CH2:20][CH2:21][CH2:22][CH2:23][CH2:24][CH2:25][CH3:26])[cH:36][cH:35]2)=[O:33])[cH:12][cH:13]1)[CH2:15][CH3:16]. Reactants: CCCCCCCCCCOc1ccc(C(=O)O)cc1, CCC(C)COCCCc1ccc(O)cc1, C(=NC1CCCCC1)=NC1CCCCC1, c1cc(N2CCCC2)ccn1. Yields the product CCCCCCCCCCOc1ccc(C(=O)Oc2ccc(CCCOCC(C)CC)cc2)cc1. Reactants: COC(C(CC1CCCC1)C1=CC=C(C=C1)SC(F)(F)F)=O (3-Cyclopentyl-2-(4-trifluoromethylsulfanyl-phenyl)propionic acid methyl ester), CNC(=O)N (methyl urea), C[O-].[Mg+2].C[O-] (magnesium methoxide), CO (methanol). Reaction conditions: temperature 25 celsius. The product is hexanes ethyl acetate, C1(CCCC1)CC(C(=O)NC(=O)NC)C1=CC=C(C=C1)SC(F)(F)F (1-[3-cyclopentyl-2-(4-trifluoromethylsulfanyl-phenyl)-propionyl]-3-methyl urea). The yield is 18.1%. As a reaction SMILES: CO[C:3](=[O:22])[CH:4]([C:11]1[CH:16]=[CH:15][C:14]([S:17][C:18]([F:21])([F:20])[F:19])=[CH:13][CH:12]=1)[CH2:5][CH:6]1[CH2:10][CH2:9][CH2:8][CH2:7]1.[CH3:23][NH:24][C:25]([NH2:27])=[O:26].C[O-].[Mg+2].C[O-].CO>>[CH:6]1([CH2:5][CH:4]([C:11]2[CH:12]=[CH:13][C:14]([S:17][C:18]([F:21])([F:20])[F:19])=[CH:15][CH:16]=2)[C:3]([NH:27][C:25]([NH:24][CH3:23])=[O:26])=[O:22])[CH2:10][CH2:9][CH2:8][CH2:7]1 |f:2.3.4|. Procedure details: 3-Cyclopentyl-2-(4-trifluoromethylsulfanyl-phenyl)propionic acid methyl ester (210.1 mg, 0.63 mmol) and methyl urea (140.5 mg, 1.90 mmol) were treated with a solution of magnesium methoxide in methanol (7.4 wt %, 3.6 mL, 2.53 mmol). The resulting reaction mixture was then heated under reflux for 64 h. The reaction mixture was allowed to cool to 25° C. and then filtered through celite. The celite was thoroughly washed with ethyl acetate until the solvent passing through the celite showed absence ... Starting materials: [Br-], CC[Mg+], CC1(C)C(C(=O)Cl)C1(C)C, [Cl-], [Cl-], ClCCl, FC(F)(F)c1ccc2cc[nH]c2c1, [Zn+2]. Product: CC1(C)C(C(=O)c2c[nH]c3cc(C(F)(F)F)ccc23)C1(C)C. RXN SMILES: [Br-:14].[CH2:15]([Mg+:16])[CH3:17].[CH3:18][C:19]1([CH3:27])[CH:20]([C:24](=[O:25])[Cl:26])[C:21]1([CH3:22])[CH3:23].[Cl-:31].[Cl-:33].[Cl:28][CH2:29][Cl:30].[F:1][C:2]([c:3]1[cH:4][cH:5][c:6]2[cH:7][cH:8][nH:9][c:10]2[cH:11]1)([F:12])[F:13].[Zn+2:32]>>[F:1][C:2]([c:3]1[cH:4][cH:5][c:6]2[c:7]([C:24]([CH:20]3[C:19]([CH3:18])([CH3:27])[C:21]3([CH3:22])[CH3:23])=[O:25])[cH:8][nH:9][c:10]2[cH:11]1)([F:12])[F:13]. Reactants: C(C)OC(C1=C(C=CC(=C1)[N+](=O)[O-])F)=O (2-fluoro-5-nitro-benzoic acid ethyl ester), S-prolinol, C(C)(C)N(CC)C(C)C (diisopropylethylamine), CN1CCCC1=O (NMP). Reaction conditions: temperature 100 celsius, time 3 hour. The product is [N+](=O)([O-])C1=CC2=C(N3CCC[C@H]3COC2=O)C=C1 ((S)-8-Nitro-2,3,3a,4-tetrahydro-1H-5-oxa-10b-aza-benzo[e]azulen-6-one), solid. Yield: 80.0%. As a reaction SMILES: [CH2:1]([O:3][C:4](=[O:15])[C:5]1[CH:10]=[C:9]([N+:11]([O-:13])=[O:12])[CH:8]=[CH:7][C:6]=1F)[CH3:2].C(N(C(C)C)CC)(C)C.C[N:26]1C(=O)[CH2:29][CH2:28][CH2:27]1>>[N+:11]([C:9]1[CH:8]=[CH:7][C:6]2[N:26]3[C@H:2]([CH2:1][O:3][C:4](=[O:15])[C:5]=2[CH:10]=1)[CH2:29][CH2:28][CH2:27]3)([O-:13])=[O:12]. Reported procedure: By adopting a similar procedure as described in “Mueller, W; Stauss, U.; Forschungsinst, W.; Bern, S. Helvetica Chimica Acta 1982, 65, 2118.” (S)-8-Nitro-2,3,3a,4-tetrahydro-1H-5-oxa-10b-aza-benzo[e]azulen-6-one was prepared as follows. A mixture of 2-fluoro-5-nitro-benzoic acid ethyl ester (1.16 g, 5.44 mmol), S-prolinol (638 mg, 6.31 mmol) and diisopropylethylamine (1.5 mL, 8.62 mmol) in dry NMP (20 mL) was stirred at 100° C. for 3 h. Solvent was removed and the mixture was partition between E... Procedure: 5-benzyloxyindole (10.0 g, 44.79 mmol) is dissolved into anhydrous DMF (100 mL) and cooled to 0° C. in an ice water bath. Sodium hydride (2.6 g, 67.18 mmol) is dissolved into anhydrous DMF (100 mL), then slowly added to the indole solution using an addition funnel. The reaction is allowed to stir at 0° C. for 1 h., then the ice bath is removed and the solution is allowed to warm slowly to room temperature. The solution is then cooled back down to 0° C. and ethyl bromoacetate (11.2 g, 67.18 mmol)... Reaction conditions: temperature 0 celsius, time 1 hour. Yield: 85.6%. Reaction SMILES: [CH2:1]([O:8][C:9]1[CH:10]=[C:11]2[C:15](=[CH:16][CH:17]=1)[NH:14][CH:13]=[CH:12]2)[C:2]1[CH:7]=[CH:6][CH:5]=[CH:4][CH:3]=1.[H-].[Na+].N1C2C(=CC=CC=2)C=C1.Br[CH2:30][C:31]([O:33][CH2:34][CH3:35])=[O:32]>CN(C=O)C>[CH2:34]([O:33][C:31](=[O:32])[CH2:30][N:14]1[C:15]2[C:11](=[CH:10][C:9]([O:8][CH2:1][C:2]3[CH:3]=[CH:4][CH:5]=[CH:6][CH:7]=3)=[CH:17][CH:16]=2)[CH:12]=[CH:13]1)[CH3:35] |f:1.2|. Yields the product C(C)OC(CN1C=CC2=CC(=CC=C12)OCC1=CC=CC=C1)=O ((5-Benzyloxy-indol-1-yl)-acetic acid ethyl ester). Starting materials: [H-].[Na+] (Sodium hydride), C(C1=CC=CC=C1)OC=1C=C2C=CNC2=CC1 (5-benzyloxyindole), BrCC(=O)OCC (ethyl bromoacetate), N1C=CC2=CC=CC=C12 (indole). Run in CN(C)C=O (DMF), CN(C)C=O (DMF).